This data is from the Open Reaction Database (ORD), a public repository of structured organic reaction records. The task is: describe an organic reaction: reactants, conditions, products, and yield Reactants: [N-]=[N+]=[N-].[Na+] (sodium azide), C(C)(=O)O[C@H]1[C@@H]([C@@H](O[C@@H]1COC(C)=O)N1C=NC(=C1N=CN(C)C)C(CCl)=O)F (1-(3,5-di-O-acetyl-2-deoxy-2-fluoro-β-D-arabinofuranosyl)-4-chloroacetyl-5-(dimethylaminomethyleneamino)imidazole), F[C@H]1[C@H](OC)O[C@@H]([C@H]1O)CO (methyl 2-deoxy-2-fluoro-β-D-ribofuranoside). The solvent is CN(C=O)C (N,N-dimethylformamide). Reaction conditions: time 2 hour. Product: C(C)(=O)O[C@H]1[C@@H]([C@@H](O[C@@H]1COC(C)=O)N1C=NC(=C1N=CN(C)C)C(CN=[N+]=[N-])=O)F (1-(3,5-di-O-acetyl-2-deoxy-2-fluoro-β-D-arabinofuranosyl)-4-azidoacetyl-5-(dimethylaminomethyleneamino) imidazole). Yield: 91.9%. As a reaction SMILES: [C:1]([O:4][C@@H:5]1[C@@H:9]([CH2:10][O:11][C:12](=[O:14])[CH3:13])[O:8][C@@H:7]([N:15]2[C:19]([N:20]=[CH:21][N:22]([CH3:24])[CH3:23])=[C:18]([C:25](=[O:28])[CH2:26]Cl)[N:17]=[CH:16]2)[C@H:6]1[F:29])(=[O:3])[CH3:2].F[C@@H]1[C@H](O)[C@@H](CO)O[C@H]1OC.[N-:41]=[N+:42]=[N-:43].[Na+]>CN(C)C=O>[C:1]([O:4][C@@H:5]1[C@@H:9]([CH2:10][O:11][C:12](=[O:14])[CH3:13])[O:8][C@@H:7]([N:15]2[C:19]([N:20]=[CH:21][N:22]([CH3:24])[CH3:23])=[C:18]([C:25](=[O:28])[CH2:26][N:41]=[N+:42]=[N-:43])[N:17]=[CH:16]2)[C@H:6]1[F:29])(=[O:3])[CH3:2] |f:2.3|. Reported procedure: Compound (38) (60 mg) obtained in item (5) above was dissolved in N,N-dimethylformamide (1.2 ml), to which sodium azide (27 mg) was added and the mixture so obtained was stirred at room temperature for 2 hours. The resulting reaction solution was concentrated and the residue as formed was extracted with chloroform. The solution in chloroform thus formed was washed with water, dried over anhydrous sodium sulfate and then concentrated to afford the titled compound (39) (56 mg) as a syrup. Yield: 9...